From a dataset of the Open Reaction Database (ORD), a public repository of structured organic reaction records. describe an organic reaction: reactants, conditions, products, and yield The reactants are O=C(NO)c1cc2c(COCc3ccccc3)cn(Cc3ccc(F)cc3F)c2cn1, CCOC(=O)c1cc2c(cn1)c(COc1ccc(F)cc1Cl)cn2CC, CCOC(=O)c1cc2c(cn1)c(Cc1cc(F)cc(Cl)c1O)cn2CC. The product is CCn1cc(Cc2cc(F)cc(Cl)c2O)c2cnc(C(=O)NO)cc21. RXN SMILES: [CH2:1]([O:2][CH2:3][c:4]1[c:5]2[c:6]([cH:7][n:8][c:9]([C:10](=[O:11])[NH:21][OH:22])[cH:12]2)[n:13]([CH2:14][c:15]2[cH:16][cH:17][c:18]([F:19])[cH:20][c:23]2[F:24])[cH:25]1)[c:26]1[cH:27][cH:28][cH:29][cH:30][cH:31]1.[Cl:32][c:33]1[cH:34][c:35]([F:36])[cH:37][cH:38][c:39]1[O:40][CH2:41][c:42]1[c:43]2[cH:44][n:45][c:46]([C:47]([O:48][CH2:49][CH3:50])=[O:51])[cH:52][c:53]2[n:54]([CH2:55][CH3:56])[cH:57]1.[Cl:58][c:59]1[c:60]([OH:83])[c:61]([CH2:62][c:63]2[cH:64][n:65]([CH2:77][CH3:78])[c:66]3[c:67]2[cH:68][n:69][c:70]([C:72](=[O:73])[O:74][CH2:75][CH3:76])[cH:71]3)[cH:79][c:80]([F:82])[cH:81]1>>[NH:21]([OH:22])[C:72]([c:70]1[n:69][cH:68][c:67]2[c:63]([CH2:62][c:61]3[c:60]([OH:83])[c:59]([Cl:58])[cH:81][c:80]([F:82])[cH:79]3)[cH:64][n:65]([CH2:77][CH3:78])[c:66]2[cH:71]1)=[O:73]. The reactants are Cl[Si](C)(C)C (chlorotrimethylsilane), COC=1C=C(O[C@H](C(=O)O)[C@]2(NCCC3=CC=CC=C23)C2=CC=CC=C2)C=C(C1)OC ((±)-(S*)-(3,5-dimethoxy-phenoxy)-((1S*)-1-phenyl-1,2,3,4-tetrahydro-isoquinolin-1-yl)-acetic acid), C1CCOC1 (THF), CI (methyliodide). The solvent is CC(OCC)=O (EA). Reaction conditions: temperature 55 celsius, time 16 hour. The product is C18-silica gel, COC=1C=C(O[C@H](C(=O)O)[C@]2(N(CCC3=CC=CC=C23)C)C2=CC=CC=C2)C=C(C1)OC ((±)-(S*)-(3,5-dimethoxy-phenoxy)-((1S*)-2-methyl-1-phenyl-1,2,3,4-tetrahydro-isoquinolin-1-yl)-acetic acid). Yield: 67.2%. As a reaction SMILES: [CH3:1][O:2][C:3]1[CH:4]=[C:5]([CH:27]=[C:28]([O:30][CH3:31])[CH:29]=1)[O:6][C@@H:7]([C@:11]1([C:21]2[CH:26]=[CH:25][CH:24]=[CH:23][CH:22]=2)[C:20]2[C:15](=[CH:16][CH:17]=[CH:18][CH:19]=2)[CH2:14][CH2:13][NH:12]1)[C:8]([OH:10])=[O:9].[CH2:32]1COCC1.Cl[Si](C)(C)C.CI>CC(=O)OCC>[CH3:1][O:2][C:3]1[CH:4]=[C:5]([CH:27]=[C:28]([O:30][CH3:31])[CH:29]=1)[O:6][C@@H:7]([C@:11]1([C:21]2[CH:22]=[CH:23][CH:24]=[CH:25][CH:26]=2)[C:20]2[C:15](=[CH:16][CH:17]=[CH:18][CH:19]=2)[CH2:14][CH2:13][N:12]1[CH3:32])[C:8]([OH:10])=[O:9]. Procedure details: To a suspension of (±)-(S*)-(3,5-dimethoxy-phenoxy)-((1S*)-1-phenyl-1,2,3,4-tetrahydro-isoquinolin-1-yl)-acetic acid (200 mg, 0.477 mmol, Example 1) in THF (5 ml) Hünig's base (327 μl, 1.91 mmol) followed by chlorotrimethylsilane (72 μl, 0.572 mmol) is added. The mixture is stirred at 55° C. for 3 h before methyliodide (30 μl, 0.477 mmol) is added. Stirring at 55° C. is continued for another 16 h. The mixture is diluted with EA and extracted with water. The aqueous phase is acidified with 2 N HC... The reactants are C(C1=CC=CC=C1)N(CC(CC)O)CC(C)O (1-[Benzyl-(2-hydroxy-propyl)-amino]-butan-2-ol), C(C1=CC=CC=C1)N(CC(CC)O)CC(C)O (1-[Benzyl-(2-hydroxy-propyl)-amino]-butan-2-ol), C(=O)(O)[O-].[Na+] (NaHCO3). Run in S(O)(O)(=O)=O (sulfuric acid). Run at temperature 150 celsius. Product: C(C1=CC=CC=C1)N1CC(OC(C1)C)CC (4-Benzyl-2-ethyl-6-methyl-morpholine). Reaction SMILES: [CH2:1]([N:8]([CH2:14][CH:15]([OH:17])[CH3:16])[CH2:9][CH:10](O)[CH2:11][CH3:12])[C:2]1[CH:7]=[CH:6][CH:5]=[CH:4][CH:3]=1.C([O-])(O)=O.[Na+]>S(=O)(=O)(O)O>[CH2:1]([N:8]1[CH2:14][CH:15]([CH3:16])[O:17][CH:10]([CH2:11][CH3:12])[CH2:9]1)[C:2]1[CH:3]=[CH:4][CH:5]=[CH:6][CH:7]=1 |f:1.2|. Procedure details: A mixture of 1-[Benzyl-(2-hydroxy-propyl)-amino]-butan-2-ol (Intermediate 486, 10.5 g, 44.30 mmol) and sulfuric acid (70% w/w, 10 mL) was heated at 150° C. for 36 hour. The reaction mixture was cooled to 0° C., basified with 10% NaHCO3 to pH˜10 and extracted with diethyl ether (3×50 mL). The organic layer was washed with brine (2×25 mL), water (2×25 mL), dried over sodium sulfate, filtered and concentrated. The residue was purified by column chromatography using n-heptane in diethyl ether to giv... Reactants: COc1cc(N2CCN(S(C)(=O)=O)CC2)c(C)cc1N, CO, O=C(Nc1c(F)cccc1F)c1cccc(-c2nc3ccccn3c2-c2ccnc(Cl)n2)c1, ClCCl, OC(F)(F)CF, N, Cc1ccc(S(=O)(=O)O)cc1. Product: COc1cc(N2CCN(S(C)(=O)=O)CC2)c(C)cc1Nc1nccc(-c2c(-c3cccc(C(=O)Nc4c(F)cccc4F)c3)nc3ccccn23)n1. As a reaction SMILES: [CH3:34][c:35]1[c:36]([N:44]2[CH2:45][CH2:46][N:47]([S:50](=[O:51])(=[O:52])[CH3:53])[CH2:48][CH2:49]2)[cH:37][c:38]([O:42][CH3:43])[c:39]([NH2:40])[cH:41]1.[CH3:72][OH:73].[Cl:1][c:2]1[n:3][cH:4][cH:5][c:6](-[c:8]2[c:9](-[c:17]3[cH:18][c:19]([C:20](=[O:21])[NH:22][c:23]4[c:24]([F:30])[cH:25][cH:26][cH:27][c:28]4[F:29])[cH:31][cH:32][cH:33]3)[n:10][c:11]3[n:12]2[cH:13][cH:14][cH:15][cH:16]3)[n:7]1.[Cl:74][CH2:75][Cl:76].[F:65][CH2:66][C:67]([F:68])([F:69])[OH:70].[NH3:71].[c:54]1([CH3:55])[cH:56][cH:57][c:58]([S:59]([OH:60])(=[O:61])=[O:62])[cH:63][cH:64]1>>[c:2]1([NH:40][c:39]2[c:38]([O:42][CH3:43])[cH:37][c:36]([N:44]3[CH2:45][CH2:46][N:47]([S:50](=[O:51])(=[O:52])[CH3:53])[CH2:48][CH2:49]3)[c:35]([CH3:34])[cH:41]2)[n:3][cH:4][cH:5][c:6](-[c:8]2[c:9](-[c:17]3[cH:18][c:19]([C:20](=[O:21])[NH:22][c:23]4[c:24]([F:30])[cH:25][cH:26][cH:27][c:28]4[F:29])[cH:31][cH:32][cH:33]3)[n:10][c:11]3[n:12]2[cH:13][cH:14][cH:15][cH:16]3)[n:7]1. Reactants: N1=CC=C(C=C1)C1(CCNCC1)O (4-(pyridin-4-yl)piperidin-4-ol), C([O-])(O)=O.[Na+] (sodium bicarbonate), N,N′-Carbonyldiimidazole, COC1=CC(=C(C(=C1)C)S(=O)(=O)N(C)CCOCC(=O)O)C (2-(2-(4-methoxy-N,2,6-trimethylphenylsulfonamido)ethoxy)acetic acid). The solvent is C(Cl)Cl (methylene chloride), C(Cl)Cl (methylene chloride). Reaction conditions: time 1 hour. The product is OC1(CCN(CC1)C(COCCN(S(=O)(=O)C1=C(C=C(C=C1C)OC)C)C)=O)C1=CC=NC=C1 (N-(2-(2-(4-Hydroxy-4-(pyridin-4-yl)piperidin-1-yl)-2-oxoethoxy)ethyl)-4-methoxy-N,2,6-trimethylphenylsulfonamide). Procedure details: N,N′-Carbonyldiimidazole (77 mg, 0.475 mmol) was added to a solution of 2-(2-(4-methoxy-N,2,6-trimethylphenylsulfonamido)ethoxy)acetic acid (acid unit S2) (150 mg, 0.453 mmol) in methylene chloride (7 ml) and the mixture was stirred for 1 h at room temperature. A solution of 4-(pyridin-4-yl)piperidin-4-ol (A4) (80 mg, 0.453 mmol) in methylene chloride (3 ml) was subsequently added and the reaction mixture was stirred for 15 h at room temperature. Thereafter, saturated sodium bicarbonate solution... Reaction SMILES: [CH3:1][O:2][C:3]1[CH:8]=[C:7]([CH3:9])[C:6]([S:10]([N:13]([CH2:15][CH2:16][O:17][CH2:18][C:19]([OH:21])=O)[CH3:14])(=[O:12])=[O:11])=[C:5]([CH3:22])[CH:4]=1.[N:23]1[CH:28]=[CH:27][C:26]([C:29]2([OH:35])[CH2:34][CH2:33][NH:32][CH2:31][CH2:30]2)=[CH:25][CH:24]=1.C(=O)(O)[O-].[Na+]>C(Cl)Cl>[OH:35][C:29]1([C:26]2[CH:27]=[CH:28][N:23]=[CH:24][CH:25]=2)[CH2:30][CH2:31][N:32]([C:19](=[O:21])[CH2:18][O:17][CH2:16][CH2:15][N:13]([CH3:14])[S:10]([C:6]2[C:5]([CH3:22])=[CH:4][C:3]([O:2][CH3:1])=[CH:8][C:7]=2[CH3:9])(=[O:11])=[O:12])[CH2:33][CH2:34]1 |f:2.3|. Reactants: ( 1 ), FC=1C=C(C=C(C1)F)C[C@@H]([C@@H]1OC1)NC(OCC1=CC=CC=C1)=O (benzyl (S)-2-(3,5-difluorophenyl)-1-((S)-oxiran-2-yl)ethylcarbamate), C(C=C)O[C@H]1C[C@H](C2=CC(=CC=C12)OC)N (cis-3-(allyloxy)-6-methoxy-2,3-dihydro-1H-inden-1-amine), LiClO4, [Cl-].[Na+].O.C(=O)(O)[O-].[Na+] (brine NaHCO3). The solvent is CC#N (CH3CN). Conditions: temperature 30 celsius, time 2.5 day. The product is C(C=C)O[C@@H]1C[C@@H](C2=CC(=CC=C12)OC)NC[C@H]([C@H](CC1=CC(=CC(=C1)F)F)NC(OCC1=CC=CC=C1)=O)O (benzyl (2S,3R)-4-((1S,3R)-3-(allyloxy)-6-methoxy-2,3-dihydro-1H-inden-1-ylamino)-1-(3,5-difluorophenyl)-3-hydroxybutan-2-ylcarbamate). Yield: 16.0%. RXN SMILES: [F:1][C:2]1[CH:3]=[C:4]([CH2:9][C@H:10]([NH:14][C:15](=[O:24])[O:16][CH2:17][C:18]2[CH:23]=[CH:22][CH:21]=[CH:20][CH:19]=2)[C@H:11]2[CH2:13][O:12]2)[CH:5]=[C:6]([F:8])[CH:7]=1.[CH2:25]([O:28][C@@H:29]1[C:37]2[C:32](=[CH:33][C:34]([O:38][CH3:39])=[CH:35][CH:36]=2)[C@H:31]([NH2:40])[CH2:30]1)[CH:26]=[CH2:27].[Cl-].[Na+].O.C([O-])(O)=O.[Na+]>CC#N>[CH2:25]([O:28][C@H:29]1[C:37]2[C:32](=[CH:33][C:34]([O:38][CH3:39])=[CH:35][CH:36]=2)[C@@H:31]([NH:40][CH2:13][C@@H:11]([OH:12])[C@@H:10]([NH:14][C:15](=[O:24])[O:16][CH2:17][C:18]2[CH:23]=[CH:22][CH:21]=[CH:20][CH:19]=2)[CH2:9][C:4]2[CH:3]=[C:2]([F:1])[CH:7]=[C:6]([F:8])[CH:5]=2)[CH2:30]1)[CH:26]=[CH2:27] |f:2.3.4.5.6|. Reported procedure: Step E (1): A mixture of benzyl (S)-2-(3,5-difluorophenyl)-1-((S)-oxiran-2-yl)ethylcarbamate (1.0 g, 3.0 mmol), cis-3-(allyloxy)-6-methoxy-2,3-dihydro-1H-inden-1-amine (657 mg, 3.0 mmol) and LiClO4 (1.60 g, 15 mmol) in CH3CN (10 mL) with was stirred at 30° C. for 2.5 days. The resulting mixture was poured into brine/NaHCO3 solution and extracted with EtOAc. The combined organic layers were washed with brine, dried over Na2SO4, filtered and concentrated in vacuo. The residue was purified by silic... Starting materials: FC(C1=NC=C(C=O)C=C1)(F)F (6-(trifluoromethyl)nicotinaldehyde), CC(C)(C)[S@](=O)N ((S)-(−)-2-methyl-2-propanesulfinamide). The reagents and catalysts are S(=O)(=O)([O-])[O-].[Cu+2] (copper(II) sulfate). Solvent: ClC(C)Cl (dichloroethane). Run at temperature 50 celsius, time 48 hour. Product: CC(C)(C)S(=O)/N=C/C=1C=NC(=CC1)C(F)(F)F (2-methyl-N-{(1E)-[6-(trifluoromethyl)-3-pyridinyl]methylene}-2-propanesulfinamide). Yield: 107.4%. Reaction SMILES: [F:1][C:2]([F:12])([F:11])[C:3]1[CH:10]=[CH:9][C:6]([CH:7]=O)=[CH:5][N:4]=1.[CH3:13][C:14]([S@@:17]([NH2:19])=[O:18])([CH3:16])[CH3:15]>ClC(Cl)C.S([O-])([O-])(=O)=O.[Cu+2]>[CH3:13][C:14]([S:17](/[N:19]=[CH:7]/[C:6]1[CH:5]=[N:4][C:3]([C:2]([F:12])([F:11])[F:1])=[CH:10][CH:9]=1)=[O:18])([CH3:16])[CH3:15] |f:3.4|. Procedure: To a solution of 6-(trifluoromethyl)nicotinaldehyde (45.0 g, 257 mmol) in dichloroethane (640 mL) were added (S)-(−)-2-methyl-2-propanesulfinamide (34.3 g, 283 mmol) and anhydrous copper(II) sulfate (82 g, 514 mmol). The mixture was stirred at 50° C. After 48 h, the mixture cooled to ambient temperature. The reaction mixture was filtered through Celite. The filtered cake was washed with dichloromethane and the filtrate was concentrated to give the title compound (76.8 g). MS 223.1 (M-tert-butyl+...